This data is from the Open Reaction Database (ORD), a public repository of structured organic reaction records. The task is: describe an organic reaction: reactants, conditions, products, and yield Starting materials: FC(OC1=CC2=C(C=C1)C1(C(NC3=CC=CC=C13)=O)CO2)(F)F (6-(trifluoromethoxy)spiro[1-benzofuran-3,3′-indol]-2′(1′H)-one), BrCC=1OC(=CC1)C(F)(F)F (2-(bromomethyl)-5-(trifluoromethyl)furan), BrC1=C2C3(C(NC2=CC=C1)=O)COC=1C3=CC3=C(OCO3)C1 (4′-bromospiro[furo[2,3-f][1,3]benzodioxole-7,3′-indol]-2′(1′H)-one), COC1=CC=C(CCl)C=C1 (4-methoxybenzyl chloride). The product is COC1=CC=C(CN2C(C3(C4=CC=CC=C24)COC2=C3C=CC(=C2)OC(F)(F)F)=O)C=C1 (1′-(4-methoxybenzyl)-6-(trifluoromethoxy)spiro[1-benzofuran-3,3′-indol]-2′(1′H)-one). Reaction SMILES: [F:1][C:2]([F:23])([F:22])[O:3][C:4]1[CH:9]=[CH:8][C:7]2[C:10]3([CH2:20][O:21][C:6]=2[CH:5]=1)[C:18]1[C:13](=[CH:14][CH:15]=[CH:16][CH:17]=1)[NH:12][C:11]3=[O:19].BrC1C=CC=C2C=1[C:27]1([C:38]3=[CH:39][C:40]4O[CH2:43][O:42][C:41]=4[CH:45]=[C:37]3OC1)C(=O)N2.COC1C=CC(CCl)=CC=1.BrCC1OC(C(F)(F)F)=CC=1>>[CH3:43][O:42][C:41]1[CH:45]=[CH:37][C:38]([CH2:27][N:12]2[C:13]3[C:18](=[CH:17][CH:16]=[CH:15][CH:14]=3)[C:10]3([C:7]4[CH:8]=[CH:9][C:4]([O:3][C:2]([F:1])([F:22])[F:23])=[CH:5][C:6]=4[O:21][CH2:20]3)[C:11]2=[O:19])=[CH:39][CH:40]=1. Procedure details: Following the procedure described in EXAMPLE 10.47, and making non-critical variations using 6-(trifluoromethoxy)spiro[1-benzofuran-3,3′-indol]-2′(1′H)-one to replace 4′-bromospiro[furo[2,3-f][1,3]benzodioxole-7,3′-indol]-2′(1′H)-one, and 4-methoxybenzyl chloride to replace 2-(bromomethyl)-5-(trifluoromethyl)furan, the title compound was obtained (91%) as a white solid: mp 82-84° C.; 1H NMR (300 MHz, CDCl3) δ 7.32-6.80 (m, 9H), 6.68 (s, 2H), 5.06 (d, 1H), 5.03 (d, 1H), 4.80 (d, 1H), 4.77 (d, 1H)... Reactants: ClC=1C(=NC(=C(C1OC1=CC=C(C=C1)OC)Cl)F)F (3,5-Dichloro-2,6-difluoro-4-(4-methoxyphenoxy)pyridine), ClS(=O)(=O)O (chlorosulfonic acid). Solvent: C(Cl)Cl (methylene chloride). Yields the product ClC=1C(=NC(=C(C1OC1=CC(=C(C=C1)OC)S(=O)(=O)O)Cl)F)F (3,5-Dichloro-2,6-difluoro-4[3-(hydroxy-sulfonyl)-4-methoxyphenoxy]pyridine). Isolated yield 70.0%. RXN SMILES: [Cl:1][C:2]1[C:3]([F:19])=[N:4][C:5]([F:18])=[C:6]([Cl:17])[C:7]=1[O:8][C:9]1[CH:14]=[CH:13][C:12]([O:15][CH3:16])=[CH:11][CH:10]=1.Cl[S:21]([OH:24])(=[O:23])=[O:22]>C(Cl)Cl>[Cl:1][C:2]1[C:3]([F:19])=[N:4][C:5]([F:18])=[C:6]([Cl:17])[C:7]=1[O:8][C:9]1[CH:14]=[CH:13][C:12]([O:15][CH3:16])=[C:11]([S:21]([OH:24])(=[O:23])=[O:22])[CH:10]=1. Procedure details: 3,5-Dichloro-2,6-difluoro-4-(4-methoxyphenoxy)pyridine (1.5 g, 4.9 mmol) and chlorosulfonic acid (0.39 ml, 5.8 mmol) were stirred in 5 ml of methylene chloride overnight. The resulting solid-was filtered and washed with cold CH2Cl2. Compound 43a was obtained as solid in 70% yield. The reactants are [Si](C)(C)(C(C)(C)C)OC[C@H](C1=CC(=C(C=C1)Cl)F)NC(=O)N1CC=2N=C(N=CC2CC1)NC1CCOCC1 ((S)—N-(2-(tert-butyldimethylsilyloxy)-1-(4-chloro-3-fluorophenyl)ethyl)-2-(tetrahydro-2H-pyran-4-ylamino)-5,6-dihydropyrido[3,4-d]pyrimidine-7(8H)-carboxamide), Cl (HCl), [NH4+].[Cl-] (NH4Cl). Solvent: CO.C(Cl)Cl (MeOH DCM). Run at time 20 minute. Yields the product ClC1=C(C=C(C=C1)[C@@H](CO)NC(=O)N1CC=2N=C(N=CC2CC1)NC1CCOCC1)F ((S)—N-(1-(4-chloro-3-fluorophenyl)-2-hydroxyethyl)-2-(tetrahydro-2H-pyran-4-ylamino)-5,6-dihydropyrido[3,4-d]pyrimidine-7(8H)-carboxamide). As a reaction SMILES: [Si]([O:8][CH2:9][C@@H:10]([NH:19][C:20]([N:22]1[CH2:31][CH2:30][C:29]2[CH:28]=[N:27][C:26]([NH:32][CH:33]3[CH2:38][CH2:37][O:36][CH2:35][CH2:34]3)=[N:25][C:24]=2[CH2:23]1)=[O:21])[C:11]1[CH:16]=[CH:15][C:14]([Cl:17])=[C:13]([F:18])[CH:12]=1)(C(C)(C)C)(C)C.Cl.[NH4+].[Cl-]>CO.C(Cl)Cl>[Cl:17][C:14]1[CH:15]=[CH:16][C:11]([C@H:10]([NH:19][C:20]([N:22]2[CH2:31][CH2:30][C:29]3[CH:28]=[N:27][C:26]([NH:32][CH:33]4[CH2:38][CH2:37][O:36][CH2:35][CH2:34]4)=[N:25][C:24]=3[CH2:23]2)=[O:21])[CH2:9][OH:8])=[CH:12][C:13]=1[F:18] |f:2.3,4.5|. Reported procedure: To a solution of 70 (1.236 g, 2.191 mmol) in 15% MeOH/DCM (75 mL) was added slowly HCl (2.19 mL, 8.763 mmol) and the reaction was stirred at RT for 20 min. Saturated NH4Cl was added slowly and the resulting solution extracted with DCM. The organic layer was separated and concentrated. The crude residue was purified by SiO2 chromatography eluting with an MeOH/DCM gradient (4 to 5% MeOH) to afford 0.841 g (85.3%) of I-14: 1H NMR (400 MHz, CDCl3) δ 8.09 (s, 1H), 7.38 (t, 1H), 7.14 (dd, 1H), 7.08 (d... Starting materials: Cl.CNOC (N,O-Dimethylhydroxylamine hydrochloride), FC(C1(CC1)C(=O)O)(F)F (1-trifluoromethylcyclopropane-1-carboxylic acid), C(CCl)Cl (EDC), O.OC1=CC=CC=2NN=NC21 (hydroxybenzotriazole hydrate), CN1CCOCC1 (N-methylmorpholine). Solvent: C(Cl)Cl (methylene chloride), C(C)(=O)OCC (ethyl acetate). Run at time 8 hour. Product: CON(C(=O)C1(CC1)C(F)(F)F)C (N-methoxy-N-methyl-1-(trifluoromethyl)cyclopropanecarboxamide). RXN SMILES: Cl.[CH3:2][NH:3][O:4][CH3:5].[F:6][C:7]([F:15])([F:14])[C:8]1([C:11](O)=[O:12])[CH2:10][CH2:9]1.C(Cl)CCl.O.OC1C2N=NNC=2C=CC=1.CN1CCOCC1>C(Cl)Cl.C(OCC)(=O)C>[CH3:5][O:4][N:3]([CH3:2])[C:11]([C:8]1([C:7]([F:15])([F:14])[F:6])[CH2:10][CH2:9]1)=[O:12] |f:0.1,4.5|. Reported procedure: N,O-Dimethylhydroxylamine hydrochloride (7.17 g, 73.5 mmol) was added to an ambient temperature solution of 1-trifluoromethylcyclopropane-1-carboxylic acid (10.3 g, 66.8 mmol), EDC (15.4 g, 80.2 mmol), hydroxybenzotriazole hydrate (12.28 g, 80.2 mmol) and N-methylmorpholine (36.7 mL, 33.8 mmol) in methylene chloride (50 mL) at ambient temperature. After stirring at ambient temperature overnight, the reaction mixture was poured into ethyl acetate and washed successively with 2 M hydrochloric acid... Starting materials: O=C([O-])O, CN1CCCC1, CC#N, C[Si](C)(C)Cl, O=c1[nH]c(=O)n(C2CC(CO)C2)cc1F, O=C(OC(=O)C(F)(F)F)C(F)(F)F, [Na+], O=[N+]([O-])c1ccc(O)cc1. Product: Nc1nc(=O)n(C2CC(CO)C2)cc1F. As a reaction SMILES: [C:50](=[O:51])([OH:52])[O-:53].[CH3:16][N:17]1[CH2:18][CH2:19][CH2:20][CH2:21]1.[CH3:55][C:56]#[N:57].[Cl:22][Si:23]([CH3:24])([CH3:25])[CH3:26].[F:1][c:2]1[c:3](=[O:15])[nH:4][c:5](=[O:14])[n:6]([CH:8]2[CH2:9][CH:10]([CH2:12][OH:13])[CH2:11]2)[cH:7]1.[F:27][C:28]([F:29])([F:30])[C:31]([O:32][C:33](=[O:34])[C:35]([F:36])([F:37])[F:38])=[O:39].[Na+:54].[OH:40][c:41]1[cH:42][cH:43][c:44]([N+:45](=[O:46])[O-:47])[cH:48][cH:49]1>>[F:1][c:2]1[c:3]([NH2:17])[n:4][c:5](=[O:14])[n:6]([CH:8]2[CH2:9][CH:10]([CH2:12][OH:13])[CH2:11]2)[cH:7]1.